This data is from the Open Reaction Database (ORD), a public repository of structured organic reaction records. The task is: describe an organic reaction: reactants, conditions, products, and yield Starting materials: BrC1=C(CCC1)C1=CC=C(C=C1)SC (1-(2-bromocyclopenten-1-yl)-4-(methylthio)benzene), FC1=CC(=C(C=C1)B(O)O)C (4-fluoro-2-methyphenylboronic acid). Yields the product FC1=CC(=C(C=C1)C1=C(CCC1)C1=CC=C(C=C1)SC)C (1-[2-(4-fluoro-2-methylphenyl)cyclopenten-1-yl]-4-(methylthio)benzene). The yield is 88.2%. RXN SMILES: Br[C:2]1[CH2:6][CH2:5][CH2:4][C:3]=1[C:7]1[CH:12]=[CH:11][C:10]([S:13][CH3:14])=[CH:9][CH:8]=1.[F:15][C:16]1[CH:21]=[CH:20][C:19](B(O)O)=[C:18]([CH3:25])[CH:17]=1>>[F:15][C:16]1[CH:21]=[CH:20][C:19]([C:2]2[CH2:6][CH2:5][CH2:4][C:3]=2[C:7]2[CH:12]=[CH:11][C:10]([S:13][CH3:14])=[CH:9][CH:8]=2)=[C:18]([CH3:25])[CH:17]=1. Procedure details: Following the synthetic procedure outlined in Step 3 of Example 1, 500 mg (1.9 mmol) of 1-(2-bromocyclopenten-1-yl)-4-(methylthio) benzene (Example 1, Step 2) was reacted with 590 mg (3.8 mmol) of 4-fluoro-2-methylphenylboronic acid (Step 1). Purification by silica gel chromatography (MPLC) with hexane gave 500 mg (95%) of 1-[2-(4-fluoro-2-methylphenyl)cyclopenten-1-yl]-4-(methylthio)benzene as a colorless solid: mp 67°-68° C.; NMR (CDCl3) d 2.00-2.11 (m, 2H), 2.05 (s, 3H), 2.41 (s, 3H), 2.69-2....